This data is from the Open Reaction Database (ORD), a public repository of structured organic reaction records. The task is: describe an organic reaction: reactants, conditions, products, and yield The reactants are CC(=O)O[BH-](OC(C)=O)OC(C)=O, CC(=O)O, CCCC=O, ClC(Cl)Cl, ClCCCl, [Na+], [Na+], [OH-], O=S(=O)(c1cccc2ccccc12)c1n[nH]c2ccc(OC3CCNCC3)cc12. Yields the product CCCCN1CCC(Oc2ccc3[nH]nc(S(=O)(=O)c4cccc5ccccc45)c3c2)CC1. Reaction SMILES: [C:39]([O:40][BH-:41]([O:42][C:43](=[O:44])[CH3:45])[O:46][C:47](=[O:48])[CH3:49])(=[O:50])[CH3:51].[CH3:35][C:36](=[O:37])[OH:38].[CH:30]([CH2:31][CH2:32][CH3:33])=[O:34].[CH:59]([Cl:60])([Cl:61])[Cl:62].[Cl:55][CH2:56][CH2:57][Cl:58].[Na+:52].[Na+:54].[OH-:53].[c:1]1([S:11](=[O:12])(=[O:13])[c:14]2[n:15][nH:16][c:17]3[cH:18][cH:19][c:20]([O:23][CH:24]4[CH2:25][CH2:26][NH:27][CH2:28][CH2:29]4)[cH:21][c:22]23)[cH:2][cH:3][cH:4][c:5]2[cH:6][cH:7][cH:8][cH:9][c:10]12>>[c:1]1([S:11](=[O:12])(=[O:13])[c:14]2[n:15][nH:16][c:17]3[cH:18][cH:19][c:20]([O:23][CH:24]4[CH2:25][CH2:26][N:27]([CH2:30][CH2:31][CH2:32][CH3:33])[CH2:28][CH2:29]4)[cH:21][c:22]23)[cH:2][cH:3][cH:4][c:5]2[cH:6][cH:7][cH:8][cH:9][c:10]12.